This data is from the Open Reaction Database (ORD), a public repository of structured organic reaction records. The task is: describe an organic reaction: reactants, conditions, products, and yield Reactants: Example 7(B) ( b ), C(C1=CC=CC=C1)C1(C(NNC1=O)=O)CCOC1OCCCC1 (4-benzyl-4-[2-(tetrahydro-2-pyranyloxy)ethyl]pyrazolidine-3,5-dione), C(C=CC=C)(=O)OC (methyl penta-2,4-dienoate). The product is C(C1=CC=CC=C1)C1(C(N2N(CC=CC2C(=O)OC)C1=O)=O)CCOC1OCCCC1 (methyl 2-benzyl-2,3,5,8-tetrahydro-1,3-dioxo-2-[2-(tetrahydro-2-pyranyloxy)ethyl]-1H-pyrazolo[1,2-a]pyridazine-5-carboxylate). Yield: 33.0%. Reaction SMILES: [CH2:1]([C:8]1([CH2:15][CH2:16][O:17][CH:18]2[CH2:23][CH2:22][CH2:21][CH2:20][O:19]2)[C:12](=[O:13])[NH:11][NH:10][C:9]1=[O:14])[C:2]1[CH:7]=[CH:6][CH:5]=[CH:4][CH:3]=1.[C:24]([O:30][CH3:31])(=[O:29])[CH:25]=[CH:26][CH:27]=[CH2:28]>>[CH2:1]([C:8]1([CH2:15][CH2:16][O:17][CH:18]2[CH2:23][CH2:22][CH2:21][CH2:20][O:19]2)[C:12](=[O:13])[N:11]2[CH2:28][CH:27]=[CH:26][CH:25]([C:24]([O:30][CH3:31])=[O:29])[N:10]2[C:9]1=[O:14])[C:2]1[CH:3]=[CH:4][CH:5]=[CH:6][CH:7]=1. Procedure: In a manner analogous to that described in Example 7(B) (b), from 2.7 g of 4-benzyl-4-[2-(tetrahydro-2-pyranyloxy)ethyl]pyrazolidine-3,5-dione and 1.05 g of methyl penta-2,4-dienoate there were obtained 1.2 g (34%) of methyl 2-benzyl-2,3,5,8-tetrahydro-1,3-dioxo-2-[2-(tetrahydro-2-pyranyloxy)ethyl]-1H-pyrazolo[1,2-a]pyridazine-5-carboxylate in the form of a white solid having a melting point of 113°-114° C. (from diethyl ether). Procedure: A mixture of (S)-ethyl 2-(7-(4-(allyloxy)-4-methylpiperidin-1-yl)-2-(azidomethyl)-5-methylpyrazolo[1,5-a]pyrimidin-6-yl)-2-(tert-butoxy)acetate (0.179 g, 0.358 mmol), 3-(allyloxy)-5-methylhex-1-yne (0.109 g, 0.717 mmol), Cu(II)SO4.5H2O (8.95 mg, 0.036 mmol) and (+)-sodium L-ascorbate (0.071 g, 0.358 mmol) in MeOH (2 mL) was stirred for 1 h at rt. Then, purified by prep-HPLC to afford (2S)-ethyl 2-(2-((4-(1-(allyloxy)-3-methylbutyl)-1H-1,2,3-triazol-1-yl)methyl)-7-(4-(allyloxy)-4-methylpiperidin-... The product is C(C=C)OC(CC(C)C)C=1N=NN(C1)CC1=NN2C(N=C(C(=C2N2CCC(CC2)(C)OCC=C)[C@@H](C(=O)OCC)OC(C)(C)C)C)=C1 ((2S)-ethyl 2-(2-((4-(1-(allyloxy)-3-methylbutyl)-1H-1,2,3-triazol-1-yl)methyl)-7-(4-(allyloxy)-4-methylpiperidin-1-yl)-5-methylpyrazolo[1,5-a]pyrimidin-6-yl)-2-(tert-butoxy)acetate). Reactants: C(C=C)OC1(CCN(CC1)C1=C(C(=NC=2N1N=C(C2)CN=[N+]=[N-])C)[C@@H](C(=O)OCC)OC(C)(C)C)C ((S)-ethyl 2-(7-(4-(allyloxy)-4-methylpiperidin-1-yl)-2-(azidomethyl)-5-methylpyrazolo[1,5-a]pyrimidin-6-yl)-2-(tert-butoxy)acetate), C(C=C)OC(C#C)CC(C)C (3-(allyloxy)-5-methylhex-1-yne), Cu(II)SO4.5H2O, O=C1C(O)=C([O-])[C@H](O1)[C@@H](O)CO.[Na+] ((+)-sodium L-ascorbate). Run at time 1 hour. Yield: 39.4%. The solvent is CO (MeOH). As a reaction SMILES: [CH2:1]([O:4][C:5]1([CH3:36])[CH2:10][CH2:9][N:8]([C:11]2[N:16]3[N:17]=[C:18]([CH2:20][N:21]=[N+:22]=[N-:23])[CH:19]=[C:15]3[N:14]=[C:13]([CH3:24])[C:12]=2[C@H:25]([O:31][C:32]([CH3:35])([CH3:34])[CH3:33])[C:26]([O:28][CH2:29][CH3:30])=[O:27])[CH2:7][CH2:6]1)[CH:2]=[CH2:3].[CH2:37]([O:40][CH:41]([CH2:44][CH:45]([CH3:47])[CH3:46])[C:42]#[CH:43])[CH:38]=[CH2:39].O=C1O[C@H]([C@H](CO)O)C([O-])=C1O.[Na+]>CO>[CH2:37]([O:40][CH:41]([C:42]1[N:23]=[N:22][N:21]([CH2:20][C:18]2[CH:19]=[C:15]3[N:14]=[C:13]([CH3:24])[C:12]([C@H:25]([O:31][C:32]([CH3:35])([CH3:34])[CH3:33])[C:26]([O:28][CH2:29][CH3:30])=[O:27])=[C:11]([N:8]4[CH2:9][CH2:10][C:5]([O:4][CH2:1][CH:2]=[CH2:3])([CH3:36])[CH2:6][CH2:7]4)[N:16]3[N:17]=2)[CH:43]=1)[CH2:44][CH:45]([CH3:47])[CH3:46])[CH:38]=[CH2:39] |f:2.3|. Starting materials: C1(=CC=CC=C1)COC=1C=C2C=C(N(C2=CC1)S(=O)(=O)C1=CC=CC=C1)CCC (5-[(phenylmethyl)oxy]-1-(phenylsulfonyl)-2-propyl-1H-indole), BrBr (Br2), O (water). The solvent is C(C)(=O)O (acetic acid). Reaction conditions: time 10 minute. Product: BrC1=C2C=C(N(C2=CC=C1OCC1=CC=CC=C1)S(=O)(=O)C1=CC=CC=C1)CCC (4-bromo-5-[(phenylmethyl)oxy]-1-(phenylsulfonyl)-2-propyl-1H-indole). As a reaction SMILES: [C:1]1([CH2:7][O:8][C:9]2[CH:10]=[C:11]3[C:15](=[CH:16][CH:17]=2)[N:14]([S:18]([C:21]2[CH:26]=[CH:25][CH:24]=[CH:23][CH:22]=2)(=[O:20])=[O:19])[C:13]([CH2:27][CH2:28][CH3:29])=[CH:12]3)[CH:6]=[CH:5][CH:4]=[CH:3][CH:2]=1.[Br:30]Br.O>C(O)(=O)C>[Br:30][C:10]1[C:9]([O:8][CH2:7][C:1]2[CH:2]=[CH:3][CH:4]=[CH:5][CH:6]=2)=[CH:17][CH:16]=[C:15]2[C:11]=1[CH:12]=[C:13]([CH2:27][CH2:28][CH3:29])[N:14]2[S:18]([C:21]1[CH:26]=[CH:25][CH:24]=[CH:23][CH:22]=1)(=[O:20])=[O:19]. Reported procedure: To a rt solution of 5-[(phenylmethyl)oxy]-1-(phenylsulfonyl)-2-propyl-1H-indole (1.16 g, 0.0024) in acetic acid (20 mL, glacial) was added Br2 (1.2 g, 0.008 mol in acetic acid) dropwise. The mixture was stirred for an additional 10 min and water (10 mL) was added. The mixture was extracted with EtOAc (100 mL). The organic layer was separated and dried (MgSO4) and concentrated. Purification via ISCO normal phase chromatography (SiO2, 5-15% ethyl acetate/hexanes) to provide 4-bromo-5-[(phenylmethy... The solvent is C(Cl)(Cl)Cl (chloroform), C1(=CC=CC=C1)C (toluene). As a reaction SMILES: [F:1][C:2]1[CH:27]=[CH:26][C:5]([C:6]([CH:8]([OH:25])[CH2:9][CH2:10][N:11]2[CH2:16][CH2:15][N:14]([C:17]3[CH:22]=[CH:21][CH:20]=[CH:19][C:18]=3[O:23][CH3:24])[CH2:13][CH2:12]2)=[O:7])=[CH:4][CH:3]=1.[C:28](Cl)([Cl:30])=[O:29]>C(Cl)(Cl)Cl.C1(C)C=CC=CC=1>[ClH:30].[ClH:30].[F:1][C:2]1[CH:3]=[CH:4][C:5]([C:6]2[O:7][C:28](=[O:29])[O:25][C:8]=2[CH2:9][CH2:10][N:11]2[CH2:12][CH2:13][N:14]([C:17]3[CH:22]=[CH:21][CH:20]=[CH:19][C:18]=3[O:23][CH3:24])[CH2:15][CH2:16]2)=[CH:26][CH:27]=1 |f:4.5.6|. Run at temperature 0 celsius. The reactants are FC1=CC=C(C(=O)C(CCN2CCN(CC2)C2=C(C=CC=C2)OC)O)C=C1 (1-p-fluorobenzoyl-1-hydroxy-3-(4-(2-methoxyphenyl)-1-piperazinyl)propane), C(=O)(Cl)Cl (phosgene). Reported procedure: A solution of 20 g of 1-p-fluorobenzoyl-1-hydroxy-3-(4-(2-methoxyphenyl)-1-piperazinyl)propane in 200 cc of anhydrous chloroform is added in 60 minutes to 33 ml of a 20% phosgene solution in toluene, stirred and cooled to 0° C. The product is Cl.Cl.FC1=CC=C(C=C1)C=1OC(OC1CCN1CCN(CC1)C1=C(C=CC=C1)OC)=O (4-(4-fluorophenyl)-5-[2-(4-(2-methoxyphenyl)-1-piperazinyl)ethyl]-1,3-dioxol-2-one dihydrochloride). Reactants: BrC=1C=C(C(N(C1)C)=O)NC1=NNC(=C1)OC (5-Bromo-3-(5-methoxy-1H-pyrazol-3-ylamino)-1-methylpyridin-2(1H)-one), C(C)(=O)OCC1=C(C=CC=C1B1OC(C(O1)(C)C)(C)C)N1C(C=2N(C=3CCCCC3C2)CC1)=O (2-(2-(Acetoxymethyl)-3-(4,4,5,5-tetramethyl-1,3,2-dioxaborolan-2-yl)phenyl)-3,4,6,7,8,9-hexahydropyrazino[1,2-a]indol-1(2H)-one), COCCOC (DME), C([O-])([O-])=O.[Na+].[Na+] (sodium carbonate). The reagents and catalysts are C=1C=CC(=CC1)[P](C=2C=CC=CC2)(C=3C=CC=CC3)[Pd]([P](C=4C=CC=CC4)(C=5C=CC=CC5)C=6C=CC=CC6)([P](C=7C=CC=CC7)(C=8C=CC=CC8)C=9C=CC=CC9)[P](C=1C=CC=CC1)(C=1C=CC=CC1)C=1C=CC=CC1 (Pd(PPh3)4). The solvent is CO (MeOH), CCOCC (Et2O), O (water), CCOC(=O)C (EtOAc). Conditions: temperature 130 celsius. Product: C(C)(=O)OCC1=C(C=CC=C1N1C(C=2N(C=3CCCCC3C2)CC1)=O)C1=CN(C(C(=C1)NC1=NNC(=C1)OC)=O)C (2-(5-(5-Methoxy-1H-pyrazol-3-ylamino)-1-methyl-6-oxo-1,6-dihydropyridin-3-yl)-6-(1-oxo-3,4,6,7,8,9-hexahydropyrazino[1,2-a]indol-2(1H)-yl)benzyl Acetate). Isolated yield 19.8%. Reaction SMILES: Br[C:2]1[CH:3]=[C:4]([NH:10][C:11]2[CH:15]=[C:14]([O:16][CH3:17])[NH:13][N:12]=2)[C:5](=[O:9])[N:6]([CH3:8])[CH:7]=1.[C:18]([O:21][CH2:22][C:23]1[C:28](B2OC(C)(C)C(C)(C)O2)=[CH:27][CH:26]=[CH:25][C:24]=1[N:38]1[CH2:50][CH2:49][N:41]2[C:42]3[CH2:43][CH2:44][CH2:45][CH2:46][C:47]=3[CH:48]=[C:40]2[C:39]1=[O:51])(=[O:20])[CH3:19].COCCOC.C(=O)([O-])[O-].[Na+].[Na+]>C1C=CC([P]([Pd]([P](C2C=CC=CC=2)(C2C=CC=CC=2)C2C=CC=CC=2)([P](C2C=CC=CC=2)(C2C=CC=CC=2)C2C=CC=CC=2)[P](C2C=CC=CC=2)(C2C=CC=CC=2)C2C=CC=CC=2)(C2C=CC=CC=2)C2C=CC=CC=2)=CC=1.CO.CCOCC.O.CCOC(C)=O>[C:18]([O:21][CH2:22][C:23]1[C:24]([N:38]2[CH2:50][CH2:49][N:41]3[C:42]4[CH2:43][CH2:44][CH2:45][CH2:46][C:47]=4[CH:48]=[C:40]3[C:39]2=[O:51])=[CH:25][CH:26]=[CH:27][C:28]=1[C:2]1[CH:3]=[C:4]([NH:10][C:11]2[CH:15]=[C:14]([O:16][CH3:17])[NH:13][N:12]=2)[C:5](=[O:9])[N:6]([CH3:8])[CH:7]=1)(=[O:20])[CH3:19] |f:3.4.5,^1:67,69,88,107|. Procedure details: A microwave tube equipped with a magnetic stirrer was charged with 157a (94 mg, 0.3 mmol), 2-(1-oxo-3,4,6,7,8,9-hexahydropyrazino[1,2-a]indol-2(1H)-yl)-6-(4,4,5,5-tetramethyl-1,3,2-dioxaborolan-2-yl)benzyl acetate 114a (180 mg, 0.4 mmol), DME (4 mL) and 1M aqueous sodium carbonate (0.9 mL). After bubbling N2 for 15 min, Pd(PPh3)4 (18 mg, 0.02 mmol) was added. The mixture was heated in microwave to 130° C. for 25 min. After this time, EtOAc (5 mL) and water (5 mL) were added. The separated aqueou... Starting materials: Cl.OC(CNC(CC1=CC=C(C=C1)OC)(C)C)COC1=CC=C(C=C1)Cl (N-[2-Hydroxy-3-(4-chlorophenoxy)propyl]-1,1-dimethyl-2-(4-methoxypheny)ethylamine Hydrochloride), ( 18 ), Cl.O[C@@H](CNC(CC1=CC=C(C=C1)OC)(C)C)COC1=CC=C(C=C1)C(C)(C)C ((S)-N-[2-Hydroxy-3-(4-t-butylphenoxy)propyl]-1,1-dimethyl-2-(4-methoxyphenyl)ethylamine Hydrochloride), ( 9 ), ( 100 ), Cl.OC(CNC(CC1=CC=C(C=C1)OC)(C)C)COC1=CC=C(C=C1)C(C)(C)C (N-[2-Hydroxy-3-(4-t-butylphenoxy)propyl]-1,1-dimethyl-2-(4-methoxyphenyl)ethylamine Hydrochloride), ( 10 ). Yields the product Cl.OC(CNC(CC1=CC=C(C=C1)OC)(C)C)COC1=CC(=CC=C1)C(C)C (N-[2-hydroxy-3-(3-iso-propylphenoxy)propyl]-1,1-dimethyl-2-(4-methoxyphenyl)ethylamine Hydrochloride). Reaction SMILES: Cl.[OH:2][CH:3]([CH2:18][O:19]C1C=CC(C(C)(C)C)=CC=1)[CH2:4][NH:5][C:6]([CH3:17])([CH3:16])[CH2:7][C:8]1[CH:13]=[CH:12][C:11]([O:14][CH3:15])=[CH:10][CH:9]=1.Cl.O[C@H](CO[C:49]1[CH:54]=[CH:53][C:52]([C:55](C)([CH3:57])[CH3:56])=[CH:51][CH:50]=1)CNC(C)(C)CC1C=CC(OC)=CC=1.Cl.OC(COC1C=CC([Cl:84])=CC=1)CNC(C)(C)CC1C=CC(OC)=CC=1>>[ClH:84].[OH:2][CH:3]([CH2:18][O:19][C:50]1[CH:49]=[CH:54][CH:53]=[C:52]([CH:55]([CH3:57])[CH3:56])[CH:51]=1)[CH2:4][NH:5][C:6]([CH3:17])([CH3:16])[CH2:7][C:8]1[CH:9]=[CH:10][C:11]([O:14][CH3:15])=[CH:12][CH:13]=1 |f:0.1,2.3,4.5,6.7|. Reported procedure: GC/EI-MS, m/z (rel. int.) 356 (M-15,.1), 251 (18), 250 (100), 163 (6), 121 (21), 117 (5), 114 (10), 91 (9). Yields the product C(C)(=O)OC1CN(CC1)[C@@H]1[C@@H](CCCC1)NC(C1=CC(=CC(=C1)C)C)=O (cis-N-[2-(3-acetyloxy-1-pyrrolidinyl)cyclohexyl]-3,5-dimethylbenzamide). Reactants: C(C)(=O)OC1CN(CC1)[C@@H]1[C@@H](CCCC1)N (cis-N-[2-(3-acetyloxy-1-pyrrolidinyl)cyclohexyl]amine), CC=1C=C(C(=O)Cl)C=C(C1)C (3,5-dimethylbenzoyl chloride). Reaction SMILES: [C:1]([O:4][CH:5]1[CH2:9][CH2:8][N:7]([C@H:10]2[CH2:15][CH2:14][CH2:13][CH2:12][C@H:11]2[NH2:16])[CH2:6]1)(=[O:3])[CH3:2].[CH3:17][C:18]1[CH:19]=[C:20]([CH:24]=[C:25]([CH3:27])[CH:26]=1)[C:21](Cl)=[O:22]>>[C:1]([O:4][CH:5]1[CH2:9][CH2:8][N:7]([C@H:10]2[CH2:15][CH2:14][CH2:13][CH2:12][C@H:11]2[NH:16][C:21](=[O:22])[C:20]2[CH:24]=[C:25]([CH3:27])[CH:26]=[C:18]([CH3:17])[CH:19]=2)[CH2:6]1)(=[O:3])[CH3:2]. Reported procedure: Following the procedure of Example 1b, using cis-N-[2-(3-acetyloxy-1-pyrrolidinyl)cyclohexyl]amine and 3,5-dimethylbenzoyl chloride there is obtained as product cis-N-[2-(3-acetyloxy-1-pyrrolidinyl)cyclohexyl]-3,5-dimethylbenzamide.